This data is from the Open Reaction Database (ORD), a public repository of structured organic reaction records. The task is: describe an organic reaction: reactants, conditions, products, and yield Starting materials: O=C(n1ccnc1)n1ccnc1, CCN(CC)CCN, CCOc1ccc(S(=O)(=O)CCNC(C)C)cc1, C1CCOC1. The product is CCOc1ccc(S(=O)(=O)CCN(C(=O)NCCN(CC)CC)C(C)C)cc1. Reaction SMILES: [C:1](=[O:2])([n:3]1[cH:4][cH:5][n:6][cH:7]1)[n:8]1[cH:9][cH:10][n:11][cH:12]1.[CH2:13]([CH3:14])[N:15]([CH2:16][CH2:17][NH2:18])[CH2:19][CH3:20].[CH2:21]([CH3:22])[O:23][c:24]1[cH:25][cH:26][c:27]([S:30](=[O:31])(=[O:32])[CH2:33][CH2:34][NH:35][CH:36]([CH3:37])[CH3:38])[cH:28][cH:29]1.[O:39]1[CH2:40][CH2:41][CH2:42][CH2:43]1>>[C:1](=[O:2])([NH:18][CH2:17][CH2:16][N:15]([CH2:13][CH3:14])[CH2:19][CH3:20])[N:35]([CH2:34][CH2:33][S:30]([c:27]1[cH:26][cH:25][c:24]([O:23][CH2:21][CH3:22])[cH:29][cH:28]1)(=[O:31])=[O:32])[CH:36]([CH3:37])[CH3:38]. Starting materials: Cc1ccccc1, O=C(O)C1CC1, [Cl-], CC1CC(=O)NN=C1c1ccc(N)cc1. Product: CC1CC(=O)NN=C1c1ccc(NC(=O)C2CC2)cc1. As a reaction SMILES: [CH3:23][c:24]1[cH:25][cH:26][cH:27][cH:28][cH:29]1.[CH:17]1([C:20](=[O:21])[OH:22])[CH2:18][CH2:19]1.[Cl-:16].[NH2:1][c:2]1[cH:3][cH:4][c:5]([C:8]2=[N:13][NH:12][C:11](=[O:14])[CH2:10][CH:9]2[CH3:15])[cH:6][cH:7]1>>[NH:1]([c:2]1[cH:3][cH:4][c:5]([C:8]2=[N:13][NH:12][C:11](=[O:14])[CH2:10][CH:9]2[CH3:15])[cH:6][cH:7]1)[C:20]([CH:17]1[CH2:18][CH2:19]1)=[O:21]. Reactants: CCCCN(CCO)S(=O)(=O)c1ccc(C)cc1, CC(C)=O. Yields the product CCCCN(CC(=O)O)S(=O)(=O)c1ccc(C)cc1. As a reaction SMILES: [CH2:1]([CH2:2][CH2:3][CH3:4])[N:5]([S:6](=[O:7])(=[O:8])[c:9]1[cH:10][cH:11][c:12]([CH3:15])[cH:13][cH:14]1)[CH2:16][CH2:17][OH:18].[CH3:19][C:20]([CH3:21])=[O:22]>>[CH2:1]([CH2:2][CH2:3][CH3:4])[N:5]([S:6](=[O:7])(=[O:8])[c:9]1[cH:10][cH:11][c:12]([CH3:15])[cH:13][cH:14]1)[CH2:16][C:17](=[O:18])[OH:22]. Starting materials: O=C(c1ccccc1)N1CCc2[nH]c3ccc(Br)cc3c2CC1, O=C([O-])[O-], Cc1ccccc1C, [Cs+], [Cs+], Oc1ccccc1. The product is O=C(c1ccccc1)N1CCc2[nH]c3ccc(Oc4ccccc4)cc3c2CC1. Reaction SMILES: [C:1]([c:2]1[cH:3][cH:4][cH:5][cH:6][cH:7]1)(=[O:8])[N:9]1[CH2:10][CH2:11][c:12]2[nH:13][c:14]3[cH:15][cH:16][c:17]([Br:23])[cH:18][c:19]3[c:20]2[CH2:21][CH2:22]1.[C:31](=[O:32])([O-:33])[O-:34].[CH3:37][c:38]1[c:39]([CH3:40])[cH:41][cH:42][cH:43][cH:44]1.[Cs+:35].[Cs+:36].[OH:24][c:25]1[cH:26][cH:27][cH:28][cH:29][cH:30]1>>[C:1]([c:2]1[cH:3][cH:4][cH:5][cH:6][cH:7]1)(=[O:8])[N:9]1[CH2:10][CH2:11][c:12]2[nH:13][c:14]3[cH:15][cH:16][c:17]([O:24][c:25]4[cH:26][cH:27][cH:28][cH:29][cH:30]4)[cH:18][c:19]3[c:20]2[CH2:21][CH2:22]1. Reactants: [Si](C)(C)(C(C)(C)C)OC1=C(C=C(C=C1F)C1(CCN(CC1)C(=O)OC(C)(C)C)O)F (tert-butyl 4-(4-((tert-butyldimethylsilyl)oxy)-3,5-difluorophenyl)-4-hydroxypiperidine-1-carboxylate), [F-].C(CCC)[N+](CCCC)(CCCC)CCCC (tetra-n-butylammonium fluoride). Run in O1CCCC1 (tetrahydrofurane), O1CCCC1 (tetrahydrofurane). Run at time 4 hour. Product: FC=1C=C(C=C(C1O)F)C1(CCN(CC1)C(=O)OC(C)(C)C)O (tert-butyl 4-(3,5-difluoro-4-hydroxyphenyl)-4-hydroxypiperidine-1-carboxylate). As a reaction SMILES: [Si]([O:8][C:9]1[C:14]([F:15])=[CH:13][C:12]([C:16]2([OH:29])[CH2:21][CH2:20][N:19]([C:22]([O:24][C:25]([CH3:28])([CH3:27])[CH3:26])=[O:23])[CH2:18][CH2:17]2)=[CH:11][C:10]=1[F:30])(C(C)(C)C)(C)C.[F-].C([N+](CCCC)(CCCC)CCCC)CCC>O1CCCC1>[F:30][C:10]1[CH:11]=[C:12]([C:16]2([OH:29])[CH2:21][CH2:20][N:19]([C:22]([O:24][C:25]([CH3:27])([CH3:26])[CH3:28])=[O:23])[CH2:18][CH2:17]2)[CH:13]=[C:14]([F:15])[C:9]=1[OH:8] |f:1.2|. Reported procedure: A solution of tert-butyl 4-(4-((tert-butyldimethylsilyl)oxy)-3,5-difluorophenyl)-4-hydroxypiperidine-1-carboxylate D1e (1.0 g, 2.25 mmol) in tetrahydrofurane (10 mL) is treated with a solution of tetra-n-butylammonium fluoride in tetrahydrofurane (1.0 M; 3 mL, 1.33 mmol). The mixture is stirred at room temperature for 4 hours. Concentration and purification by flash chromatography (hexanes/ethyl acetate gradient) affords tert-butyl 4-(3,5-difluoro-4-hydroxyphenyl)-4-hydroxypiperidine-1-carboxyla...